This data is from the Open Reaction Database (ORD), a public repository of structured organic reaction records. The task is: describe an organic reaction: reactants, conditions, products, and yield Starting materials: Cl (hydrochloric acid), C(C)S (ethanethiol), C(C)C1=C(C=2N3C(C=CC=C13)=CC2)C2=CC=C(C=C2)OC (1-ethyl-2-(4-methoxyphenyl)pyrrolo[2,1,5-cd]indolizine), C(C)C1=C(C=2N3C(C=CC=C13)=CC2)C2=CC=C(C=C2)OC (1-ethyl-2-(4-methoxyphenyl)pyrrolo[2,1,5-cd]indolizine), [Cl-].[Al+3].[Cl-].[Cl-] (aluminium chloride). Run in C(C)(=O)OCC (ethyl acetate), O (water), O1CCCC1 (tetrahydrofuran), C1(=CC=CC=C1)C.C(C)(=O)OCC (toluene ethyl acetate), ClCCl (dichloromethane). Product: C(C)C1=C(C=2N3C(C=CC=C13)=CC2)C2=CC=C(C=C2)O (1-Ethyl-2-(4-hydroxyphenyl)pyrrolo[2,1,5-cd]indolizine). Isolated yield 43.9%. Reaction SMILES: [CH2:1]([C:3]1[C:11]2[N:6]3[C:7](=[CH:12][CH:13]=[C:5]3[C:4]=1[C:14]1[CH:19]=[CH:18][C:17]([O:20]C)=[CH:16][CH:15]=1)[CH:8]=[CH:9][CH:10]=2)[CH3:2].[Cl-].[Al+3].[Cl-].[Cl-].C(S)C.Cl>ClCCl.C1(C)C=CC=CC=1.C(OCC)(=O)C.C(OCC)(=O)C.O.O1CCCC1>[CH2:1]([C:3]1[C:11]2[N:6]3[C:7](=[CH:12][CH:13]=[C:5]3[C:4]=1[C:14]1[CH:19]=[CH:18][C:17]([OH:20])=[CH:16][CH:15]=1)[CH:8]=[CH:9][CH:10]=2)[CH3:2] |f:1.2.3.4,8.9|. Procedure: A solution of 1-ethyl-2-(4-methoxyphenyl)pyrrolo[2,1,5-cd]indolizine (Compound 34) (0.77 g, 2.79 mmol) in 25 ml of dry dichloromethane was stirred under a nitrogen atmosphere and aluminium chloride (2.23 g, 16.7 mmol) was added in portions. When the addition was complete, ethanethiol (1.25 ml, 16.7 mmol) was added, and stirring was continued for half an hour. The mixture was cooled in an ice bath followed by the addition of tetrahydrofuran (15 ml), 6M hydrochloric acid (3 ml), water (50 ml) and ...